This data is from the Open Reaction Database (ORD), a public repository of structured organic reaction records. The task is: describe an organic reaction: reactants, conditions, products, and yield Starting materials: O=C([O-])[O-], C=CCI, CCC(C)=O, O=C(O)C(CCc1ccc(Cl)cc1)(Cn1cncn1)c1ccccc1, [K+], [K+], CN(C)C=O. The product is C=CCOC(=O)C(CCc1ccc(Cl)cc1)(Cn1cncn1)c1ccccc1. As a reaction SMILES: [C:26](=[O:27])([O-:28])[O-:29].[CH2:32]([CH:33]=[CH2:34])[I:35].[CH2:36]([C:37]([CH3:38])=[O:39])[CH3:40].[Cl:1][c:2]1[cH:3][cH:4][c:5]([CH2:8][CH2:9][C:10]([C:11](=[O:12])[OH:13])([CH2:14][n:15]2[n:16][cH:17][n:18][cH:19]2)[c:20]2[cH:21][cH:22][cH:23][cH:24][cH:25]2)[cH:6][cH:7]1.[K+:30].[K+:31].[O:41]=[CH:42][N:43]([CH3:44])[CH3:45]>>[Cl:1][c:2]1[cH:3][cH:4][c:5]([CH2:8][CH2:9][C:10]([C:11](=[O:12])[O:13][CH2:34][CH:33]=[CH2:32])([CH2:14][n:15]2[n:16][cH:17][n:18][cH:19]2)[c:20]2[cH:21][cH:22][cH:23][cH:24][cH:25]2)[cH:6][cH:7]1. Reactants: BrC1=CC=C(C(=N1)C)F (6-bromo-3-fluoro-2-methylpyridine), BrN1C(CCC1=O)=O (N-bromosuccinimide), N(=NC(C#N)(C)C)C(C#N)(C)C (azo-di-isobutyronitrile). Run in ClCCl (dichloromethane). Reaction conditions: temperature 55 celsius, time 17 hour. Product: BrC1=CC=C(C(=N1)CBr)F (6-bromo-2-(bromomethyl)-3-fluoropyridine). The yield is 54.9%. Reaction SMILES: [Br:1][C:2]1[N:7]=[C:6]([CH3:8])[C:5]([F:9])=[CH:4][CH:3]=1.[Br:10]N1C(=O)CCC1=O.N(C(C)(C)C#N)=NC(C)(C)C#N>ClCCl>[Br:1][C:2]1[N:7]=[C:6]([CH2:8][Br:10])[C:5]([F:9])=[CH:4][CH:3]=1. Reported procedure: To a solution of 6-bromo-3-fluoro-2-methylpyridine (0.5 gr, 2.63 mmol) in dichloromethane (5 ml) were added at room temperature N-bromosuccinimide (937 mg, 5.26 mmol) and azo-di-isobutyronitrile (86 mg, 0.526 mmol). After 17 h stirring at 55° C. the reaction mixture was quenched by the addition of water and the product was extracted into dichloromethane. The combined organic phases were washed with brine, dried over sodium sulfate and concentrated under reduced pressure. Column chromatography af... The reactants are COC(=O)C1CN(Cc2ccc(Br)c(F)c2)C1, C1CCOC1, C#C[Si](C)(C)C, CCN(C(C)C)C(C)C, [Cu]I. The product is COC(=O)C1CN(Cc2ccc(C#C[Si](C)(C)C)c(F)c2)C1. RXN SMILES: [Br:1][c:2]1[c:3]([F:17])[cH:4][c:5]([CH2:6][N:7]2[CH2:8][CH:9]([C:11](=[O:12])[O:13][CH3:14])[CH2:10]2)[cH:15][cH:16]1.[CH2:35]1[O:36][CH2:37][CH2:38][CH2:39]1.[CH3:18][Si:19]([CH3:20])([CH3:21])[C:22]#[CH:23].[CH:24]([N:25]([CH2:26][CH3:27])[CH:28]([CH3:29])[CH3:30])([CH3:31])[CH3:32].[Cu:33][I:34]>>[c:2]1([C:23]#[C:22][Si:19]([CH3:18])([CH3:20])[CH3:21])[c:3]([F:17])[cH:4][c:5]([CH2:6][N:7]2[CH2:8][CH:9]([C:11](=[O:12])[O:13][CH3:14])[CH2:10]2)[cH:15][cH:16]1. Reactants: [H][H] (hydrogen), Cl.C1(=CC=CC=C1)N(C(CC)=O)C1(CCN(CC1)CCC1=CC=CC=C1)COCC1=CC=CC=C1 (N-phenyl-N-[1-(2-phenylethyl)-4-(phenylmethoxymethyl)-4-piperidinyl]propanamide hydrochloride). Reagents/catalysts: [Pd] (palladium-on-charcoal). Solvent: CO (methanol). The product is Cl.OCC1(CCN(CC1)CCC1=CC=CC=C1)N(C(CC)=O)C1=CC=CC=C1 (N-[4-(hydroxymethyl)-1-(2-phenylethyl)-4-piperidinyl]-N-phenylpropanamide hydrochloride). Reaction SMILES: [ClH:1].[C:2]1([N:8]([C:13]2([CH2:27][O:28]CC3C=CC=CC=3)[CH2:18][CH2:17][N:16]([CH2:19][CH2:20][C:21]3[CH:26]=[CH:25][CH:24]=[CH:23][CH:22]=3)[CH2:15][CH2:14]2)[C:9](=[O:12])[CH2:10][CH3:11])[CH:7]=[CH:6][CH:5]=[CH:4][CH:3]=1.[H][H]>[Pd].CO>[ClH:1].[OH:28][CH2:27][C:13]1([N:8]([C:2]2[CH:3]=[CH:4][CH:5]=[CH:6][CH:7]=2)[C:9](=[O:12])[CH2:10][CH3:11])[CH2:14][CH2:15][N:16]([CH2:19][CH2:20][C:21]2[CH:26]=[CH:25][CH:24]=[CH:23][CH:22]=2)[CH2:17][CH2:18]1 |f:0.1,5.6|. Procedure: A mixture of 5.9 parts of N-phenyl-N-[1-(2-phenylethyl)-4-(phenylmethoxymethyl)-4-piperidinyl]propanamide hydrochloride and 120 parts of methanol is hydrogenated at normal pressure and at room temperature with 2 parts of palladium-on-charcoal catalyst 10%. After the calculated amount of hydrogen is taken up, the catalyst is filtered off and washed on the filter with methanol. The filtrate is evaporated. The oily residue solidifies on scratching. The solid product is crystallized from 20 parts of... Starting materials: COC(CCCCC=1OC=C(N1)C1=C(C=CC=C1)[N+](=O)[O-])=O (5-[4-(2-nitro-phenyl)-oxazol-2-yl]-pentanoic acid methyl ester), [H][H] (hydrogen). Reagents/catalysts: [Pd] (Pd/C), [Pd] (Pd). Solvent: C1CCOC1 (THF). The product is COC(CCCCC=1OC=C(N1)C1=C(C=CC=C1)N)=O (5-[4-(2-amino-phenyl)-oxazol-2-yl]-pentanoic acid methyl ester). As a reaction SMILES: [CH3:1][O:2][C:3](=[O:22])[CH2:4][CH2:5][CH2:6][CH2:7][C:8]1[O:9][CH:10]=[C:11]([C:13]2[CH:18]=[CH:17][CH:16]=[CH:15][C:14]=2[N+:19]([O-])=O)[N:12]=1.[H][H]>C1COCC1.[Pd]>[CH3:1][O:2][C:3](=[O:22])[CH2:4][CH2:5][CH2:6][CH2:7][C:8]1[O:9][CH:10]=[C:11]([C:13]2[CH:18]=[CH:17][CH:16]=[CH:15][C:14]=2[NH2:19])[N:12]=1. Reported procedure: Combine 5-[4-(2-nitro-phenyl)-oxazol-2-yl]-pentanoic acid methyl ester (2.5 g, 8.2 mmol) with 5% Pd/C (300 mg) and Pd/black (50 mg) in THF and react with hydrogen (init. 39 psi) in a Parr® apparatus. When reduction is complete, filter the mixture through Celite® and concentrate the filtrate. Chromatograph the residue over silica gel (MeOH/CH2Cl2) to allow for recovery of 2.05 g (91%) of 5-[4-(2-amino-phenyl)-oxazol-2-yl]-pentanoic acid methyl ester. MS (ES): (M+1)+ 275.1, 276.2 m/z.